From a dataset of the Open Reaction Database (ORD), a public repository of structured organic reaction records. describe an organic reaction: reactants, conditions, products, and yield Starting materials: O=C([O-])[O-], CCO, COc1cc(-n2cnc3cc(-c4ccc(Cl)cc4)sc3c2=O)ccc1O, [Cs+], [Cs+], CN(C)C=O, O, Cc1ccc(S(=O)(=O)OCCN(C)c2ccc(Cl)cc2)cc1. Product: COc1cc(-n2cnc3cc(-c4ccc(Cl)cc4)sc3c2=O)ccc1OCCN(C)c1ccc(Cl)cc1. Reaction SMILES: [C:49](=[O:50])([O-:51])[O-:52].[CH2:55]([OH:56])[CH3:57].[Cl:1][c:2]1[cH:3][cH:4][c:5](-[c:8]2[cH:9][c:10]3[n:11][cH:12][n:13](-[c:18]4[cH:19][c:20]([O:25][CH3:26])[c:21]([OH:24])[cH:22][cH:23]4)[c:14](=[O:17])[c:15]3[s:16]2)[cH:6][cH:7]1.[Cs+:53].[Cs+:54].[O:59]=[CH:60][N:61]([CH3:62])[CH3:63].[OH2:58].[c:27]1([CH3:28])[cH:29][cH:30][c:31]([S:32]([O:33][CH2:37][CH2:38][N:39]([c:40]2[cH:41][cH:42][c:43]([Cl:46])[cH:44][cH:45]2)[CH3:47])(=[O:34])=[O:35])[cH:36][cH:48]1>>[Cl:1][c:2]1[cH:3][cH:4][c:5](-[c:8]2[cH:9][c:10]3[n:11][cH:12][n:13](-[c:18]4[cH:19][c:20]([O:25][CH3:26])[c:21]([O:24][CH2:37][CH2:38][N:39]([c:40]5[cH:41][cH:42][c:43]([Cl:46])[cH:44][cH:45]5)[CH3:47])[cH:22][cH:23]4)[c:14](=[O:17])[c:15]3[s:16]2)[cH:6][cH:7]1. The reactants are COc1ccc(P2(=S)SP(=S)(c3ccc(OC)cc3)S2)cc1, CC#N, CCOC(=O)C1=C(COCC(N)=O)NC(C)=C(C(=O)OC)C1c1ccccc1Cl. As a reaction SMILES: [CH3:30][O:31][c:32]1[cH:33][cH:34][c:35]([P:36]2(=[S:39])[S:37][P:38]([c:40]3[cH:41][cH:42][c:43]([O:44][CH3:45])[cH:46][cH:47]3)(=[S:48])[S:49]2)[cH:50][cH:51]1.[CH3:52][C:53]#[N:54].[Cl:1][c:2]1[c:3]([CH:8]2[C:9]([C:25](=[O:26])[O:27][CH2:28][CH3:29])=[C:10]([CH2:19][O:20][CH2:21][C:22](=[O:23])[NH2:24])[NH:11][C:12]([CH3:18])=[C:13]2[C:14](=[O:15])[O:16][CH3:17])[cH:4][cH:5][cH:6][cH:7]1>>[Cl:1][c:2]1[c:3]([CH:8]2[C:9]([C:25](=[O:26])[O:27][CH2:28][CH3:29])=[C:10]([CH2:19][O:20][CH2:21][C:22]([NH2:24])=[S:39])[NH:11][C:12]([CH3:18])=[C:13]2[C:14](=[O:15])[O:16][CH3:17])[cH:4][cH:5][cH:6][cH:7]1. Product: CCOC(=O)C1=C(COCC(N)=S)NC(C)=C(C(=O)OC)C1c1ccccc1Cl. The reactants are [V] (vanadium), [O-2].[Mg+2] (magnesium oxide), [Mg] (magnesium), [O-]S(=O)(=O)[O-].[Mg+2] (MgSO4). Yields the product [O-2].[O-2].[O-2].[O-2].[O-2].[O-2].[O-2].[Mg+2].[Mg+2].[V].[V] (magnesium vanadate). RXN SMILES: [V:1].[Mg:2].[O-:3]S([O-])(=O)=O.[Mg+2].[O-2:9].[Mg+2]>>[O-2:3].[O-2:9].[O-2:3].[O-2:3].[O-2:3].[O-2:3].[O-2:3].[Mg+2:2].[Mg+2:2].[V:1].[V:1] |f:2.3,4.5,6.7.8.9.10.11.12.13.14.15.16|. Reported procedure: Early studies of vanadium hot corrosion recognized that the accelerated oxidation associated with the presence of liquid V2O5 could be attenuated if the melting point of the reaction products could be raised above the temperature inside a gas turbine engine. Researchers found that certain compounds, such as metal oxides, react with V2O5 to form refractory vanadates. To date, numerous additives have been evaluated for their effectiveness in inhibiting vanadium hot corrosion. Currently, magnesium-... Starting materials: CCOC(C)=O, CC(C)(Cc1c[nH]c2c([N+](=O)[O-])cccc12)[N+](=O)[O-], CC(C)(Cc1c[nH]c2c(N)cccc12)[N+](=O)[O-], O=S(=O)(Cl)c1ccccc1, c1ccncc1. Yields the product CC(C)(Cc1c[nH]c2c(NS(=O)(=O)c3ccccc3)cccc12)[N+](=O)[O-]. Reaction SMILES: [CH3:47][CH2:48][O:49][C:50](=[O:51])[CH3:52].[N+:1](=[O:2])([O-:3])[C:4]([CH2:5][c:6]1[cH:7][nH:8][c:9]2[c:10]([N+:15]([O-:16])=[O:17])[cH:11][cH:12][cH:13][c:14]12)([CH3:18])[CH3:19].[N+:20]([C:21]([CH3:22])([CH3:23])[CH2:24][c:25]1[c:26]2[c:27]([c:28]([NH2:29])[cH:30][cH:31][cH:32]2)[nH:33][cH:34]1)([O-:35])=[O:36].[c:37]1([S:43](=[O:44])(=[O:45])[Cl:46])[cH:38][cH:39][cH:40][cH:41][cH:42]1.[cH:53]1[cH:54][cH:55][n:56][cH:57][cH:58]1>>[N+:1](=[O:2])([O-:3])[C:4]([CH2:5][c:6]1[cH:7][nH:8][c:9]2[c:10]([NH:15][S:43]([c:37]3[cH:38][cH:39][cH:40][cH:41][cH:42]3)(=[O:44])=[O:45])[cH:11][cH:12][cH:13][c:14]12)([CH3:18])[CH3:19]. Starting materials: CCOc1cc(Br)cc(C(=O)N(C)OC)c1, COc1ccc(Br)cc1C, [Cl-], [Mg], [NH4+], C1CCOC1. The product is CCOc1cc(Br)cc(C(=O)c2ccc(OC)c(C)c2)c1. Reaction SMILES: [Br:12][c:13]1[cH:14][c:15]([C:16](=[O:17])[N:18]([O:19][CH3:20])[CH3:21])[cH:22][c:23]([O:25][CH2:26][CH3:27])[cH:24]1.[Br:1][c:2]1[cH:3][c:4]([CH3:10])[c:5]([O:8][CH3:9])[cH:6][cH:7]1.[Cl-:28].[Mg:11].[NH4+:29].[O:30]1[CH2:31][CH2:32][CH2:33][CH2:34]1>>[c:2]1([C:16]([c:15]2[cH:14][c:13]([Br:12])[cH:24][c:23]([O:25][CH2:26][CH3:27])[cH:22]2)=[O:17])[cH:3][c:4]([CH3:10])[c:5]([O:8][CH3:9])[cH:6][cH:7]1. Reported procedure: Pyrazole (1.43 g, 21,0 mmol) in 3 ml of DMF is added dropwise at RT to a suspension of sodium hydride (50%; 1.0 g, 21.0 mmol) in 10 ml of DMF. The mixture is stirred at RT for 30 min., after which it is added dropwise at 5° over a period of 30 min. to a solution of 3,5-dichloro-4-fluoronitrobenzene (3.0 g, 15.0 mmol) in 20 ml of DMF. After reaction is complete, the reaction mixture is quenched with water and extracted with ethyl acetate. The combined organic layers are washed with water and with... Yields the product ClC1=C(C(=CC(=C1)[N+](=O)[O-])Cl)N1N=CC=C1 (1-(2,6-dichloro-4-nitrophenyl)-pyrazole). The reactants are ClC=1C=C(C=C(C1F)Cl)[N+](=O)[O-] (3,5-dichloro-4-fluoronitrobenzene), N1N=CC=C1 (Pyrazole), [H-].[Na+] (sodium hydride). Conditions: time 30 minute. Reaction SMILES: [NH:1]1[CH:5]=[CH:4][CH:3]=[N:2]1.[H-].[Na+].[Cl:8][C:9]1[CH:10]=[C:11]([N+:17]([O-:19])=[O:18])[CH:12]=[C:13]([Cl:16])[C:14]=1F>CN(C=O)C>[Cl:8][C:9]1[CH:10]=[C:11]([N+:17]([O-:19])=[O:18])[CH:12]=[C:13]([Cl:16])[C:14]=1[N:1]1[CH:5]=[CH:4][CH:3]=[N:2]1 |f:1.2|. Solvent: CN(C)C=O (DMF), CN(C)C=O (DMF), CN(C)C=O (DMF). The reactants are [Br-], C1CCOC1, C=C[Mg+], O=CC1CCC2(CC1)OCCO2. The product is C=CC(O)C1CCC2(CC1)OCCO2. RXN SMILES: [Br-:13].[CH2:17]1[O:18][CH2:19][CH2:20][CH2:21]1.[CH:14](=[CH2:15])[Mg+:16].[O:1]1[CH2:2][CH2:3][O:4][C:5]12[CH2:6][CH2:7][CH:8]([CH:11]=[O:12])[CH2:9][CH2:10]2>>[O:1]1[CH2:2][CH2:3][O:4][C:5]12[CH2:6][CH2:7][CH:8]([CH:11]([OH:12])[CH:14]=[CH2:15])[CH2:9][CH2:10]2. Starting materials: CCCCCC, CO, Cl, CS(=O)(=O)OCCc1ccc(OCc2ccccc2)c(-c2ccc(F)cc2)c1, [Na+], [OH-], O. Yields the product OCCc1ccc(OCc2ccccc2)c(-c2ccc(F)cc2)c1. As a reaction SMILES: [CH3:32][CH2:33][CH2:34][CH2:35][CH2:36][CH3:37].[CH3:38][OH:39].[ClH:31].[F:1][c:2]1[cH:3][cH:4][c:5](-[c:8]2[c:9]([O:21][CH2:22][c:23]3[cH:24][cH:25][cH:26][cH:27][cH:28]3)[cH:10][cH:11][c:12]([CH2:14][CH2:15][O:16][S:17]([CH3:18])(=[O:19])=[O:20])[cH:13]2)[cH:6][cH:7]1.[Na+:30].[OH-:29].[OH2:40]>>[F:1][c:2]1[cH:3][cH:4][c:5](-[c:8]2[c:9]([O:21][CH2:22][c:23]3[cH:24][cH:25][cH:26][cH:27][cH:28]3)[cH:10][cH:11][c:12]([CH2:14][CH2:15][OH:16])[cH:13]2)[cH:6][cH:7]1. The reactants are C(C)OC(C(C(C)=O)CC(=O)C1=CC=C(C=C1)F)=O (2-[2-(4-fluoro-phenyl)-2-oxo-ethyl]-3-oxo-butyric acid ethyl ester), NC1=CC=CC=C1 (aniline), O (water). The reagents and catalysts are C1(=CC=C(C=C1)S(=O)(=O)O)C (p-toluenesulfonic acid). Run in C1(=CC=CC=C1)C (toluene). Yields the product C(C)OC(=O)C1=C(N(C(=C1)C1=CC=C(C=C1)F)C1=CC=CC=C1)C (5-(4-Fluoro-phenyl)-2-methyl-1-phenyl-1H-pyrrole-3-carboxylic acid ethyl ester). Isolated yield 79.9%. Reaction SMILES: [CH2:1]([O:3][C:4](=[O:19])[CH:5]([CH2:9][C:10]([C:12]1[CH:17]=[CH:16][C:15]([F:18])=[CH:14][CH:13]=1)=O)[C:6](=O)[CH3:7])[CH3:2].[NH2:20][C:21]1[CH:26]=[CH:25][CH:24]=[CH:23][CH:22]=1.O>C1(C)C=CC=CC=1.C1(C)C=CC(S(O)(=O)=O)=CC=1>[CH2:1]([O:3][C:4]([C:5]1[CH:9]=[C:10]([C:12]2[CH:17]=[CH:16][C:15]([F:18])=[CH:14][CH:13]=2)[N:20]([C:21]2[CH:26]=[CH:25][CH:24]=[CH:23][CH:22]=2)[C:6]=1[CH3:7])=[O:19])[CH3:2]. Reported procedure: A mixture of 2-[2-(4-fluoro-phenyl)-2-oxo-ethyl]-3-oxo-butyric acid ethyl ester (6.979 g, 26.21 mmol)), aniline (2.9 mL, 31.45 mmol) and p-toluenesulfonic acid (TsOH) monohydrate (249 mg, 1.31 mmol) in toluene (60 mL) was refluxed overnight while the generated water was separated with Dean-Stark distillation head. Then the reaction mixture was diluted with EtOAc, washed with saturated sodium hydrogen carbonate aqueous solution, and saturated sodium chloride aqueous solution, respectively, the or...